From a dataset of the Open Reaction Database (ORD), a public repository of structured organic reaction records. describe an organic reaction: reactants, conditions, products, and yield Starting materials: [Al+3], CCOC(=O)c1cn(C)c2cnc(CN3CCOCC3)cc2c1=O, Cc1ccccc1, [Cl-], [Cl-], [Cl-], ClCCl, NCc1ccc(Cl)cc1. Product: Cn1cc(C(=O)NCc2ccc(Cl)cc2)c(=O)c2cc(CN3CCOCC3)ncc21. RXN SMILES: [Al+3:2].[CH2:14]([O:16][C:17](=[O:15])[c:19]1[cH:20][n:21]([CH3:37])[c:22]2[cH:23][n:24][c:25]([CH2:30][N:31]3[CH2:32][CH2:33][O:34][CH2:35][CH2:36]3)[cH:26][c:27]2[c:28]1=[O:29])[CH3:18].[CH3:38][c:39]1[cH:40][cH:41][cH:42][cH:43][cH:44]1.[Cl-:1].[Cl-:3].[Cl-:4].[Cl:45][CH2:46][Cl:47].[Cl:5][c:6]1[cH:7][cH:8][c:9]([CH2:10][NH2:11])[cH:12][cH:13]1>>[Cl:5][c:6]1[cH:7][cH:8][c:9]([CH2:10][NH:11][C:17](=[O:16])[c:19]2[cH:20][n:21]([CH3:37])[c:22]3[cH:23][n:24][c:25]([CH2:30][N:31]4[CH2:32][CH2:33][O:34][CH2:35][CH2:36]4)[cH:26][c:27]3[c:28]2=[O:29])[cH:12][cH:13]1. Starting materials: CC(=O)C1=C(C=CC(=C1)Br)O (2-hydroxy-5-bromoacetophenone), COC(\C=C\C=1C=C2C(CC3(CCN(CC3)C(=O)OC(C)(C)C)OC2=CC1)=O)=O ((E)-3-{1′-tert-butoxycarbonyl-4-oxo-spiro[chromane-2,4′-piperidine]-6-yl}-acrylic acid methyl ester), CN1CCC(CC1)=O (N-methyl-4-piperidone). The product is CN1CCC2(CC1)OC1=CC=C(C=C1C(C2)=O)Br (1′-Methyl-6-bromo-spiro[chromane-2,4′-piperidine]-4-one), solid. Reaction SMILES: COC(=O)/C=C/[C:6]1[CH:7]=[C:8]2[C:25](=[CH:26][CH:27]=1)[O:24][C:11]1([CH2:16][CH2:15][N:14]([C:17](OC(C)(C)C)=O)[CH2:13][CH2:12]1)[CH2:10][C:9]2=[O:28].CN1CCC(=O)CC1.CC(C1C=C([Br:47])C=CC=1O)=O>>[CH3:17][N:14]1[CH2:15][CH2:16][C:11]2([CH2:10][C:9](=[O:28])[C:8]3[C:25](=[CH:26][CH:27]=[C:6]([Br:47])[CH:7]=3)[O:24]2)[CH2:12][CH2:13]1. Procedure details: 1′-Methyl-6-bromo-spiro[chromane-2,4′-piperidine]-4-one was synthesized according to the procedure for the preparation of Intermediate 1, Step A, using N-methyl-4-piperidone (1.13 g, 10 mmol), and 2-hydroxy-5-bromoacetophenone to give an orange solid (2.29 g). Reactants: Cl.Cl.C(C1=CC=CC=C1)OC(C[C@H](CN(C)C)N)=O ((R)-3-amino-4-dimethylamino-butyric acid benzyl ester dihydrochloride), Cl.Cl.C(C1=CC=CC=C1)OC(C[C@H](CN(C)C)N)=O ((R)-3-amino-4-dimethylamino-butyric acid benzyl ester dihydrochloride), C(C1=CC=CC=C1)OC(C[C@H](NC(=O)OC(C)(C)C)C(=O)O)=O (Boc-L-aspartic acid 4-benzyl ester). Yields the product Cl.Cl.C(C1=CC=CC=C1)OC(C[C@@H](CN(C)C)N)=O ((S)-3-Amino-4-dimethylamino-butyric acid benzyl ester dihydrochloride). As a reaction SMILES: [ClH:1].Cl.[CH2:3]([O:10][C:11](=[O:19])[CH2:12][C@@H:13]([NH2:18])[CH2:14][N:15]([CH3:17])[CH3:16])[C:4]1[CH:9]=[CH:8][CH:7]=[CH:6][CH:5]=1.C(OC(=O)C[C@@H](C(O)=O)NC(OC(C)(C)C)=O)C1C=CC=CC=1>>[ClH:1].[ClH:1].[CH2:3]([O:10][C:11](=[O:19])[CH2:12][C@H:13]([NH2:18])[CH2:14][N:15]([CH3:16])[CH3:17])[C:4]1[CH:9]=[CH:8][CH:7]=[CH:6][CH:5]=1 |f:0.1.2,4.5.6|. Procedure: (S)-3-Amino-4-dimethylamino-butyric acid benzyl ester dihydrochloride was prepared in analogy with (R)-3-amino-4-dimethylamino-butyric acid benzyl ester dihydrochloride (intermediate 1), starting from Boc-L-aspartic acid 4-benzyl ester. The yield is 75.0%. Procedure details: Reaction of 2-(2,2-dimethyl-5-oxo-[1,3]-dioxolan-4-ylidene)-N-methoxy-N-(4-trifluoromethyl-benzyl)-acetamide (0.41 g, 1.13 mmol) with the paraformaldehyde-N-(2-aminoethyl)morpholine adduct in methanol using a procedure similar to the one described in the preparation of compound 13 gave 0.38 g (75% yield) of the title compound as crystals after chromatography on reversed phase silica gel; mp 119° C. (dec) (ethyl acetate-hexane). 1HNMR 400 MHz (CDCl3) δ (ppm); 2.48 (4H, m, 2×NCH2), 2.58 (2H, t, J=... RXN SMILES: CC1(C)[O:6][C:5](=[CH:7][C:8]([N:10]([O:22][CH3:23])[CH2:11][C:12]2[CH:17]=[CH:16][C:15]([C:18]([F:21])([F:20])[F:19])=[CH:14][CH:13]=2)=[O:9])[C:4](=[O:24])O1.[CH2:26]=O.[NH2:28][CH2:29][CH2:30][N:31]1[CH2:36][CH2:35][O:34][CH2:33][CH2:32]1>CO>[CH3:23][O:22][N:10]([CH2:11][C:12]1[CH:13]=[CH:14][C:15]([C:18]([F:19])([F:20])[F:21])=[CH:16][CH:17]=1)[C:8]([C:7]1[CH2:26][N:28]([CH2:29][CH2:30][N:31]2[CH2:36][CH2:35][O:34][CH2:33][CH2:32]2)[C:4](=[O:24])[C:5]=1[OH:6])=[O:9] |f:1.2|. Product: CON(C(=O)C=1CN(C(C1O)=O)CCN1CCOCC1)CC1=CC=C(C=C1)C(F)(F)F (4-Hydroxy-1-(2-morpholin-4-yl-ethyl)-5-oxo-2,5-dihydro-1H-pyrrole-3-carboxylic acid methoxy-(4-trifluoromethyl-benzyl)-amide). Reactants: CC1(OC(C(O1)=CC(=O)N(CC1=CC=C(C=C1)C(F)(F)F)OC)=O)C (2-(2,2-dimethyl-5-oxo-[1,3]-dioxolan-4-ylidene)-N-methoxy-N-(4-trifluoromethyl-benzyl)-acetamide), C=O.NCCN1CCOCC1 (paraformaldehyde N-(2-aminoethyl)morpholine), compound 13. Run in CO (methanol). Starting materials: CC(C)CCOCCCCBr, OCCCCCCO, COCCOC, [H-], [Na+]. Product: CC(C)CCOCCCCOCCCCCCO. RXN SMILES: [Br:11][CH2:12][CH2:13][CH2:14][CH2:15][O:16][CH2:17][CH2:18][CH:19]([CH3:20])[CH3:21].[CH2:1]([CH2:2][CH2:3][CH2:4][CH2:5][CH2:6][OH:7])[OH:8].[CH3:22][O:23][CH2:24][CH2:25][O:26][CH3:27].[H-:9].[Na+:10]>>[CH2:1]([CH2:2][CH2:3][CH2:4][CH2:5][CH2:6][O:7][CH2:12][CH2:13][CH2:14][CH2:15][O:16][CH2:17][CH2:18][CH:19]([CH3:20])[CH3:21])[OH:8]. Reactants: C1(=CC=C(C=C1)OCC=1C=C(OC1C)C#N)C1=CC=CC=C1 (4-(biphenyl-4-yloxymethyl)-5-methyl-furan-2-carbonitrile), [N-]=[N+]=[N-].[Na+] (sodium azide), C([O-])([O-])=O.[K+].[K+] (potassium carbonate). The solvent is CN(C=O)C (dimethylformamide). Run at temperature 90 celsius, time 24 hour. Product: C1(=CC=C(C=C1)OCC=1C=C(OC1C)C1=NN=NN1)C1=CC=CC=C1 (5-[4-(Biphenyl-4-yloxymethyl)-5-methyl-furan-2-yl]-1H-tetrazole). Isolated yield 55.0%. RXN SMILES: [C:1]1([C:17]2[CH:22]=[CH:21][CH:20]=[CH:19][CH:18]=2)[CH:6]=[CH:5][C:4]([O:7][CH2:8][C:9]2[CH:10]=[C:11]([C:15]#[N:16])[O:12][C:13]=2[CH3:14])=[CH:3][CH:2]=1.[N-:23]=[N+:24]=[N-:25].[Na+].C(=O)([O-])[O-].[K+].[K+]>CN(C)C=O>[C:1]1([C:17]2[CH:18]=[CH:19][CH:20]=[CH:21][CH:22]=2)[CH:2]=[CH:3][C:4]([O:7][CH2:8][C:9]2[CH:10]=[C:11]([C:15]3[NH:25][N:24]=[N:23][N:16]=3)[O:12][C:13]=2[CH3:14])=[CH:5][CH:6]=1 |f:1.2,3.4.5|. Procedure: A mixture of 4-(biphenyl-4-yloxymethyl)-5-methyl-furan-2-carbonitrile (148) (100 mg, 0.35 mmoles), sodium azide (27 mg, 0.415 mmoles) and potassium carbonate (62 mg, 0.45 mmoles) in dimethylformamide (5 ml) was heated at 90° C. for 96 hours then at 120° C. for 24 hours. The mixture was evaporated and the residue purified by HPLC to afford compound 149 as a white solid (64 mg). LC/MS System D; Rt=9.53 mins, m/z (ES+)=333 (M+H for C19H16N4O2).